From a dataset of the Open Reaction Database (ORD), a public repository of structured organic reaction records. describe an organic reaction: reactants, conditions, products, and yield The reactants are ClCCl, OCc1ccc(Oc2ccc(C(F)(F)F)cc2)cc1, O=S(Cl)Cl, c1ccc2[nH]nnc2c1. Product: FC(F)(F)c1ccc(Oc2ccc(CCl)cc2)cc1. RXN SMILES: [Cl:33][CH2:34][Cl:35].[F:1][C:2]([c:3]1[cH:4][cH:5][c:6]([O:7][c:8]2[cH:9][cH:10][c:11]([CH2:14][OH:15])[cH:12][cH:13]2)[cH:16][cH:17]1)([F:18])[F:19].[S:20]([Cl:21])([Cl:22])=[O:23].[nH:24]1[c:25]2[cH:26][cH:27][cH:28][cH:29][c:30]2[n:31][n:32]1>>[F:1][C:2]([c:3]1[cH:4][cH:5][c:6]([O:7][c:8]2[cH:9][cH:10][c:11]([CH2:14][Cl:22])[cH:12][cH:13]2)[cH:16][cH:17]1)([F:18])[F:19]. Starting materials: Cl.N1=CC=C(C=C1)CCl (4-picolylchloride hydrochloride), [OH-].[Na+] (sodium hydroxide), S1(NCCC1)(=O)=O (isothiazolidine-1,1-dioxide). Solvent: O (water), O (water). Conditions: time 2 hour. The product is N1=CC=C(C=C1)CN1S(CCC1)(=O)=O (2-(4-pyridylmethyl)isothiazolidine-1,1-dioxide). Reaction SMILES: Cl.[N:2]1[CH:7]=[CH:6][C:5]([CH2:8]Cl)=[CH:4][CH:3]=1.[OH-].[Na+].[S:12]1(=[O:18])(=[O:17])[CH2:16][CH2:15][CH2:14][NH:13]1>O>[N:2]1[CH:7]=[CH:6][C:5]([CH2:8][N:13]2[CH2:14][CH2:15][CH2:16][S:12]2(=[O:18])=[O:17])=[CH:4][CH:3]=1 |f:0.1,2.3|. Procedure details: A mixture of 4-picolylchloride hydrochloride (2.7 g) was stirred in water (10 cm3) with sodium hydroxide (1.3 g) during the addition of isothiazolidine-1,1-dioxide (2.0 g) in water (5 cm3). After stirring for 2 hours the mixture was extracted with chloroform (3×15 cm3) and the dried (MgSO4) extracts were evaporated in vacuo to give an oil which was chromatographed on silica (MK 60. 9385) eluting with ethyl acetate to give an oil which crystallised from ethyl acetate affording 2-(4-pyridylmethyl)... Starting materials: O\N=C(/COC1=CC=C(CC2C(NC(S2)=O)=O)C=C1)\C1=CC(=CC=C1)OC (5-(4-{[(2Z)-2-(hydroxyimino)-2-(3-methoxyphenyl)ethyl]oxy}benzyl)-1,3-thiazolidine-2,4-dione), CO.C(Cl)Cl (MeOH DCM), [OH-].[Na+] (NaOH). Run in C1CCOC1 (THF), Cl (HCl). The product is COC=1C=C(C=CC1)C(COC1=CC=C(CC2C(NC(S2)=O)=O)C=C1)=O (5-(4-(2-(3-methoxyphenyl)-2-oxoethoxy)benzyl)thiazolidine-2,4-dione). As a reaction SMILES: O/N=[C:3](/[C:20]1[CH:25]=[CH:24][CH:23]=[C:22]([O:26][CH3:27])[CH:21]=1)\[CH2:4][O:5][C:6]1[CH:19]=[CH:18][C:9]([CH2:10][CH:11]2[S:15][C:14](=[O:16])[NH:13][C:12]2=[O:17])=[CH:8][CH:7]=1.[OH-:28].[Na+].CO.C(Cl)Cl>C1COCC1.Cl>[CH3:27][O:26][C:22]1[CH:21]=[C:20]([C:3](=[O:28])[CH2:4][O:5][C:6]2[CH:19]=[CH:18][C:9]([CH2:10][CH:11]3[S:15][C:14](=[O:16])[NH:13][C:12]3=[O:17])=[CH:8][CH:7]=2)[CH:25]=[CH:24][CH:23]=1 |f:1.2,3.4|. Procedure details: A stirring solution of 5-(4-{[(2Z)-2-(hydroxyimino)-2-(3-methoxyphenyl)ethyl]oxy}benzyl)-1,3-thiazolidine-2,4-dione (0.76 g, 2.0 mmol; Supplier=Kalexsyn; Lot=1003-TTP-124) in THF (5 ml) and 6M HCl (5 ml) was heated to reflux. Little reaction after 4 hours at reflux. Left to reflux overnight. Reaction is complete. 2N NaOH was added until the reaction mixture was ca. pH 8-9. The reaction mixture was extracted with EtOAc (2×25 ml). The combined extracts were washed with brine, dried (Na2SO4), filte...